This data is from the Open Reaction Database (ORD), a public repository of structured organic reaction records. The task is: describe an organic reaction: reactants, conditions, products, and yield Reactants: CC(=O)OC(C)=O, COc1ccc(N)c(C(=O)CCl)c1. Product: COc1ccc(NC(C)=O)c(C(=O)CCl)c1. RXN SMILES: [CH3:14][C:15](=[O:16])[O:17][C:18](=[O:19])[CH3:20].[NH2:1][c:2]1[c:3]([C:10]([CH2:11][Cl:12])=[O:13])[cH:4][c:5]([O:8][CH3:9])[cH:6][cH:7]1>>[NH:1]([c:2]1[c:3]([C:10]([CH2:11][Cl:12])=[O:13])[cH:4][c:5]([O:8][CH3:9])[cH:6][cH:7]1)[C:15]([CH3:14])=[O:16]. Starting materials: [OH-].[K+] (KOH), COC(C(CSC1=CC=C(C=C1)C1=CC=C(C=C1)C1=CC=CC2=C1OC1=C2C=CC=C1)NC(=O)OC(C)(C)C)=O (2-tert-Butoxycarbonylamino-3-(4′-dibenzofuran-4-yl-biphen-4-ylsulfanyl)-propanoic acid methyl ester), Cl (HCl). Solvent: C1CCOC1 (THF), CO (methanol), C(C)(=O)OCC (ethyl acetate). Run at time 1 hour. The product is C(C)(C)(C)OC(=O)NC(C(=O)O)CSC1=CC=C(C=C1)C1=CC=C(C=C1)C1=CC=CC2=C1OC1=C2C=CC=C1 (2-tert-Butoxycarbonylamino-3-(4′-dibenzofuran-4-yl-biphen-4-ylsulfanyl)-propanoic acid). The yield is 75.5%. Reaction SMILES: C[O:2][C:3](=[O:40])[CH:4]([NH:32][C:33]([O:35][C:36]([CH3:39])([CH3:38])[CH3:37])=[O:34])[CH2:5][S:6][C:7]1[CH:12]=[CH:11][C:10]([C:13]2[CH:18]=[CH:17][C:16]([C:19]3[C:24]4[O:25][C:26]5[CH:31]=[CH:30][CH:29]=[CH:28][C:27]=5[C:23]=4[CH:22]=[CH:21][CH:20]=3)=[CH:15][CH:14]=2)=[CH:9][CH:8]=1.[OH-].[K+].Cl>C1COCC1.CO.C(OCC)(=O)C>[C:36]([O:35][C:33]([NH:32][CH:4]([CH2:5][S:6][C:7]1[CH:12]=[CH:11][C:10]([C:13]2[CH:18]=[CH:17][C:16]([C:19]3[C:24]4[O:25][C:26]5[CH:31]=[CH:30][CH:29]=[CH:28][C:27]=5[C:23]=4[CH:22]=[CH:21][CH:20]=3)=[CH:15][CH:14]=2)=[CH:9][CH:8]=1)[C:3]([OH:40])=[O:2])=[O:34])([CH3:39])([CH3:37])[CH3:38] |f:1.2|. Reported procedure: A solution of 2-tert-Butoxycarbonylamino-3-(4′-dibenzofuran-4-yl-biphen-4-ylsulfanyl)-propanoic acid methyl ester (0.150 g, 0.27 mmol) in THF (2 mL) and methanol (2 mL) was cooled to 0° C. and treated with 2 N KOH (1.0 mL). After stirring at room temperature for 1 h the solution was acidified with 10% HCl to pH 2 and diluted with ethyl acetate (25 mL). After being seperated, the aqueous layer was extracted with ethyl acetate (3×15 mL) and the combined organic layers were dried over MgSO4 and con... Starting materials: C1CCOC1, CCOC(C)=O, O=C(NC1Cc2ccccc2N(CCO)C1=O)c1cc2cc(Cl)ccc2[nH]1, Cc1ccc(S(=O)(=O)Cl)cc1, c1ccncc1. As a reaction SMILES: [CH2:45]1[O:46][CH2:47][CH2:48][CH2:49]1.[CH3:50][CH2:51][O:52][C:53]([CH3:54])=[O:55].[Cl:12][c:13]1[cH:14][c:15]2[cH:16][c:17]([C:22](=[O:23])[NH:24][CH:25]3[C:26](=[O:38])[N:27]([CH2:35][CH2:36][OH:37])[c:28]4[cH:29][cH:30][cH:31][cH:32][c:33]4[CH2:34]3)[nH:18][c:19]2[cH:20][cH:21]1.[c:1]1([CH3:2])[cH:3][cH:4][c:5]([S:6](=[O:7])(=[O:8])[Cl:10])[cH:9][cH:11]1.[cH:39]1[cH:40][cH:41][n:42][cH:43][cH:44]1>>[Cl:10][CH2:36][CH2:35][N:27]1[C:26](=[O:38])[CH:25]([NH:24][C:22]([c:17]2[cH:16][c:15]3[cH:14][c:13]([Cl:12])[cH:21][cH:20][c:19]3[nH:18]2)=[O:23])[CH2:34][c:33]2[c:28]1[cH:29][cH:30][cH:31][cH:32]2. Product: O=C(NC1Cc2ccccc2N(CCCl)C1=O)c1cc2cc(Cl)ccc2[nH]1. The reactants are CCO, Nc1cc(C2CC2)n[nH]1, Clc1ncc(-c2ccccc2)c(Cl)n1. The product is Clc1ncc(-c2ccccc2)c(Nc2cc(C3CC3)n[nH]2)n1. Reaction SMILES: [CH3:24][CH2:25][OH:26].[CH:15]1([c:18]2[cH:19][c:20]([NH2:23])[nH:21][n:22]2)[CH2:16][CH2:17]1.[Cl:1][c:2]1[n:3][cH:4][c:5](-[c:9]2[cH:10][cH:11][cH:12][cH:13][cH:14]2)[c:6]([Cl:8])[n:7]1>>[Cl:1][c:2]1[n:3][cH:4][c:5](-[c:9]2[cH:10][cH:11][cH:12][cH:13][cH:14]2)[c:6]([NH:23][c:20]2[cH:19][c:18]([CH:15]3[CH2:16][CH2:17]3)[n:22][nH:21]2)[n:7]1. The reactants are [H-].[Na+] (NaH), N1(CCCCCC1)CCOC1=CC=C(CCl)C=C1 (4-(2-azepan-1-yl-ethoxy)benzyl chloride), O (water), C(C1=CC=CC=C1)OC=1C=C2C(=C(NC2=CC1)C1=CC=C(C=C1)OCC1=CC=CC=C1)C (5-benzyloxy-2-(4-benzyloxyphenyl)-3-methyl-1H-indole). Solvent: CN(C)C=O (DMF), CN(C)C=O (DMF). Conditions: time 30 minute. Product: N1(CCCCCC1)CCOC1=CC=C(CN2C(=C(C3=CC(=CC=C23)OCC2=CC=CC=C2)C)C2=CC=C(C=C2)OCC2=CC=CC=C2)C=C1 (1-[4-(2-azepan-1-yl-ethoxy)benzyl]-2-(4-benzyloxyphenyl)-5-benzyloxy-3-methyl-1H-indole). Reaction SMILES: [H-].[Na+].[CH2:3]([O:10][C:11]1[CH:12]=[C:13]2[C:17](=[CH:18][CH:19]=1)[NH:16][C:15]([C:20]1[CH:25]=[CH:24][C:23]([O:26][CH2:27][C:28]3[CH:33]=[CH:32][CH:31]=[CH:30][CH:29]=3)=[CH:22][CH:21]=1)=[C:14]2[CH3:34])[C:4]1[CH:9]=[CH:8][CH:7]=[CH:6][CH:5]=1.[N:35]1([CH2:42][CH2:43][O:44][C:45]2[CH:52]=[CH:51][C:48]([CH2:49]Cl)=[CH:47][CH:46]=2)[CH2:41][CH2:40][CH2:39][CH2:38][CH2:37][CH2:36]1.O>CN(C=O)C>[N:35]1([CH2:42][CH2:43][O:44][C:45]2[CH:52]=[CH:51][C:48]([CH2:49][N:16]3[C:17]4[C:13](=[CH:12][C:11]([O:10][CH2:3][C:4]5[CH:5]=[CH:6][CH:7]=[CH:8][CH:9]=5)=[CH:19][CH:18]=4)[C:14]([CH3:34])=[C:15]3[C:20]3[CH:25]=[CH:24][C:23]([O:26][CH2:27][C:28]4[CH:33]=[CH:32][CH:31]=[CH:30][CH:29]=4)=[CH:22][CH:21]=3)=[CH:47][CH:46]=2)[CH2:41][CH2:40][CH2:39][CH2:38][CH2:37][CH2:36]1 |f:0.1|. Reported procedure: In an inert atmosphere NaH (2.7 g; 112 mmol) was suspended in DMF (80 ml). At 0-5° C. 5-benzyloxy-2-(4-benzyloxyphenyl)-3-methyl-1H-indole (11 g; 26 mmol) was added and the suspension was stirred for 30 minutes. Then a solution of 4-(2-azepan-1-yl-ethoxy)benzyl chloride (8 g; 26 mmol) in DMF (30 ml) was added dropwise within 1 hour. The cooling was shut down and the reaction mixture was stirred for another 2.5 hours. Then, water (1.2 ml) was carefully added dropwise to the reaction mixture and t... Starting materials: CS(C)=O, Cn1c(C(F)(F)F)cc(=O)n(-c2cc([N+](=O)[O-])c(F)cc2F)c1=O, N#C[K]. Product: Cn1c(C(F)(F)F)cc(=O)n(-c2cc([N+](=O)[O-])c(C#N)cc2F)c1=O. As a reaction SMILES: [CH3:28][S:29](=[O:30])[CH3:31].[F:4][c:5]1[c:6](-[n:15]2[c:16](=[O:27])[n:17]([CH3:26])[c:18]([C:22]([F:23])([F:24])[F:25])[cH:19][c:20]2=[O:21])[cH:7][c:8]([N+:12](=[O:13])[O-:14])[c:9]([F:11])[cH:10]1.[K:1][C:2]#[N:3]>>[C:2](#[N:3])[c:9]1[c:8]([N+:12](=[O:13])[O-:14])[cH:7][c:6](-[n:15]2[c:16](=[O:27])[n:17]([CH3:26])[c:18]([C:22]([F:23])([F:24])[F:25])[cH:19][c:20]2=[O:21])[c:5]([F:4])[cH:10]1. The reactants are C=CC=CCCOc1ccc(C(O)(c2ccccc2)c2ccc(OCCC=CC=C)cc2)cc1, CC(=O)Cl, Cc1cn(C2CC(O)C(CO)O2)c(=O)[nH]c1=O, CN(C)c1ncccn1, Cc1ccccc1, c1ccncc1. The product is C=CC=CCCOc1ccc(C(OCC2OC(n3cc(C)c(=O)[nH]c3=O)CC2O)(c2ccccc2)c2ccc(OCCC=CC=C)cc2)cc1. Reaction SMILES: [CH2:1]([CH2:2][CH:3]=[CH:4][CH:5]=[CH2:6])[O:7][c:8]1[cH:9][cH:10][c:11]([C:12]([c:13]2[cH:14][cH:15][c:16]([O:19][CH2:20][CH2:21][CH:22]=[CH:23][CH:24]=[CH2:25])[cH:17][cH:18]2)([c:26]2[cH:27][cH:28][cH:29][cH:30][cH:31]2)[OH:32])[cH:33][cH:34]1.[CH3:35][C:36](=[O:37])[Cl:38].[CH3:39][c:40]1[cH:41][n:42]([CH:43]2[CH2:44][CH:45]([OH:46])[CH:47]([CH2:48][OH:49])[O:50]2)[c:51](=[O:52])[nH:53][c:54]1=[O:55].[CH3:56][N:57]([c:58]1[n:59][cH:60][cH:61][cH:62][n:63]1)[CH3:64].[CH3:65][c:66]1[cH:67][cH:68][cH:69][cH:70][cH:71]1.[cH:72]1[cH:73][cH:74][n:75][cH:76][cH:77]1>>[CH2:1]([CH2:2][CH:3]=[CH:4][CH:5]=[CH2:6])[O:7][c:8]1[cH:9][cH:10][c:11]([C:12]([c:13]2[cH:14][cH:15][c:16]([O:19][CH2:20][CH2:21][CH:22]=[CH:23][CH:24]=[CH2:25])[cH:17][cH:18]2)([c:26]2[cH:27][cH:28][cH:29][cH:30][cH:31]2)[O:32][CH2:48][CH:47]2[CH:45]([OH:46])[CH2:44][CH:43]([n:42]3[cH:41][c:40]([CH3:39])[c:54](=[O:55])[nH:53][c:51]3=[O:52])[O:50]2)[cH:33][cH:34]1. The reactants are ClC1=NC2=CC(=CC=C2C(=C1C)Cl)F (2,4-dichloro-7-fluoro-3-methylquinoline), CSC1=C(C=CC=C1)B(O)O (2-(methylthio)phenylboronic acid), 5-F, C([O-])([O-])=O.[Na+].[Na+] (sodium carbonate), C(C)#N (acetonitrile). The reagents and catalysts are C1=CC=C(C=C1)P(C2=CC=CC=C2)C3=CC=CC=C3.C1=CC=C(C=C1)P(C2=CC=CC=C2)C3=CC=CC=C3.C1=CC=C(C=C1)P(C2=CC=CC=C2)C3=CC=CC=C3.C1=CC=C(C=C1)P(C2=CC=CC=C2)C3=CC=CC=C3.[Pd] (tetrakis(triphenylphosphine)palladium(o)). The solvent is O (water). Run at temperature 100 celsius. Product: ClC1=C(C(=NC2=CC(=CC=C12)F)C1=C(C=CC=C1)SC)C (4-chloro-7-fluoro-3-methyl-2-(2-(methylthio)phenyl)quinoline). RXN SMILES: Cl[C:2]1[C:11]([CH3:12])=[C:10]([Cl:13])[C:9]2[C:4](=[CH:5][C:6]([F:14])=[CH:7][CH:8]=2)[N:3]=1.[CH3:15][S:16][C:17]1[CH:22]=[CH:21][CH:20]=[CH:19][C:18]=1B(O)O.C(=O)([O-])[O-].[Na+].[Na+].C(#N)C>C1C=CC(P(C2C=CC=CC=2)C2C=CC=CC=2)=CC=1.C1C=CC(P(C2C=CC=CC=2)C2C=CC=CC=2)=CC=1.C1C=CC(P(C2C=CC=CC=2)C2C=CC=CC=2)=CC=1.C1C=CC(P(C2C=CC=CC=2)C2C=CC=CC=2)=CC=1.[Pd].O>[Cl:13][C:10]1[C:9]2[C:4](=[CH:5][C:6]([F:14])=[CH:7][CH:8]=2)[N:3]=[C:2]([C:18]2[CH:19]=[CH:20][CH:21]=[CH:22][C:17]=2[S:16][CH3:15])[C:11]=1[CH3:12] |f:2.3.4,6.7.8.9.10|. Procedure details: A mixture of 2,4-dichloro-7-fluoro-3-methylquinoline (100 mg, 0.44 mmol), 2-(methylthio)phenylboronic acid (95 mg, 0.57 mmol) (in a mixture with the 5-F regioisomer; described herein), tetrakis(triphenylphosphine)palladium(o) (25.1 mg, 0.022 mmol), sodium carbonate (230 mg, 2.17 mmol), acetonitrile (3 mL), and water (1.5 mL) was heated in a microwave at 100° C. for 60 min, then partitioned between EtOAc and water. The organic layer was washed with brine, dried (MgSO4), and concentrated. Column c...